From a dataset of the Open Reaction Database (ORD), a public repository of structured organic reaction records. describe an organic reaction: reactants, conditions, products, and yield The reactants are C(C)(C)[O-].[Mg+2].C(C)(C)[O-] (magnesium isopropanolate), [Mg] (magnesium), C(CCCCCCCCC)O (decanol), [Mg] (magnesium). The reagents and catalysts are C(CCC)O[Ti](OCCCC)(OCCCC)OCCCC (tetrabutoxy titanium). The solvent is C(C)(C)O (isopropanol). Product: C(CCCCCCCCC)[O-].C(CCCCCCCCC)[O-].[Mg+2] (magnesium didecanolate). As a reaction SMILES: C([O-])(C)C.[Mg+2:5].C([O-])(C)C.[Mg].[CH2:11]([OH:21])[CH2:12][CH2:13][CH2:14][CH2:15][CH2:16][CH2:17][CH2:18][CH2:19][CH3:20]>C(O[Ti](OCCCC)(OCCCC)OCCCC)CCC.C(O)(C)C>[CH2:11]([O-:21])[CH2:12][CH2:13][CH2:14][CH2:15][CH2:16][CH2:17][CH2:18][CH2:19][CH3:20].[CH2:11]([O-:21])[CH2:12][CH2:13][CH2:14][CH2:15][CH2:16][CH2:17][CH2:18][CH2:19][CH3:20].[Mg+2:5] |f:0.1.2,7.8.9|. Procedure: If magnesium isopropanolate, together with e.g., 20 moles % of tetrabutoxy titanium, with respect to the amount of magnesium, and one or two equivalents of decanol, is introduced into an organic solvent, and the mixture is heated, a desirably low-viscosity solution of magnesium isopropanolatedecanolate, and/or of magnesium didecanolate, is formed, from which the liberated isopropanol can now readily be evaporated so as to achieve substantially full completion of the reaction. Reactants: C(C(=O)[O-])(=O)[O-] (oxalate), Cl.CNCC[C@]12OC3=C([C@H]1CCCC2)C=CC=C3 (cis-1,2,3,4,4a,9b-hexahydro-4a-(2-methylaminoethyl)dibenzofuran hydrochloride), BrCCCC1=CC=CC=C1 (1-bromo-3-phenylpropane), C(=O)(O)[O-].[Na+] (NaHCO3). Run in CN(C)C=O (DMF), CCOCC (ether). Reaction conditions: temperature 87 celsius, time 8 hour. The product is O.C(C(=O)O)(=O)O.C1(=CC=CC=C1)CCCN(C)CC[C@]12OC3=C([C@H]1CCCC2)C=CC=C3.C3(=CC=CC=C3)CCCN(C)CC[C@]32OC1=C([C@H]3CCCC2)C=CC=C1.C(C(=O)O)(=O)O (cis-1,2,3,4,4a,9b-hexahydro-4a-[2-[-N-(3-phenylpropyl)-N-methylamino]ethyl]dibenzofuran oxalate hemihydrate). Yield: 28.0%. Reaction SMILES: Cl.[CH3:2][NH:3][CH2:4][CH2:5][C@@:6]12[CH2:14][CH2:13][CH2:12][CH2:11][C@@H:10]1[C:9]1[CH:15]=[CH:16][CH:17]=[CH:18][C:8]=1[O:7]2.Br[CH2:20][CH2:21][CH2:22][C:23]1[CH:28]=[CH:27][CH:26]=[CH:25][CH:24]=1.C([O-])(O)=O.[Na+].[C:34]([O-:39])(=[O:38])[C:35]([O-:37])=[O:36]>CN(C=O)C.CCOCC>[OH2:7].[C:34]([OH:39])(=[O:38])[C:35]([OH:37])=[O:36].[C:23]1([CH2:22][CH2:21][CH2:20][N:3]([CH2:4][CH2:5][C@@:6]23[CH2:14][CH2:13][CH2:12][CH2:11][C@@H:10]2[C:9]2[CH:15]=[CH:16][CH:17]=[CH:18][C:8]=2[O:7]3)[CH3:2])[CH:28]=[CH:27][CH:26]=[CH:25][CH:24]=1.[C:23]1([CH2:22][CH2:21][CH2:20][N:3]([CH2:4][CH2:5][C@@:6]23[CH2:14][CH2:13][CH2:12][CH2:11][C@@H:10]2[C:9]2[CH:15]=[CH:16][CH:17]=[CH:18][C:8]=2[O:7]3)[CH3:2])[CH:28]=[CH:27][CH:26]=[CH:25][CH:24]=1.[C:34]([OH:39])(=[O:38])[C:35]([OH:37])=[O:36] |f:0.1,3.4,8.9.10.11.12|. Reported procedure: To a mixture of 4.08 g (0.018 m) of cis-1,2,3,4,4a,9b-hexahydro-4a-(2-methylaminoethyl)dibenzofuran of Example 11 and 4.38 g (0.022 m) of 1-bromo-3-phenylpropane in 60 ml DMF, 3.8 g (0.045 m) of NaHCO3 was added under nitrogen. The reaction mixture was warmed to 87° C. and held there overnight (about 16 hours). The temperature was raised to 108° C. for 4 hours, the NaHCO3 filtered off and the mixture partitioned between water and ethyl acetate. The ethylacetate layer was dried over Na2SO4 and ev... Solvent: C(C)(C)O (isopropyl alcohol). Reaction conditions: time 2 hour. RXN SMILES: [C:1]1([C:29]2[CH:34]=[CH:33][CH:32]=[CH:31][CH:30]=2)[CH:6]=[CH:5][C:4]([C:7]([CH2:20][CH2:21][N:22]([CH:26]([CH3:28])[CH3:27])[CH:23]([CH3:25])[CH3:24])([CH2:11][CH2:12][N:13]([CH:17]([CH3:19])[CH3:18])[CH:14]([CH3:16])[CH3:15])[C:8]([NH2:10])=[O:9])=[CH:3][CH:2]=1.CCOCC.[ClH:40]>C(O)(C)C>[ClH:40].[ClH:40].[C:1]1([C:29]2[CH:30]=[CH:31][CH:32]=[CH:33][CH:34]=2)[CH:6]=[CH:5][C:4]([C:7]([CH2:11][CH2:12][N:13]([CH:14]([CH3:16])[CH3:15])[CH:17]([CH3:18])[CH3:19])([CH2:20][CH2:21][N:22]([CH:23]([CH3:24])[CH3:25])[CH:26]([CH3:28])[CH3:27])[C:8]([NH2:10])=[O:9])=[CH:3][CH:2]=1 |f:4.5.6|. The product is Cl.Cl.C1(=CC=C(C=C1)C(C(=O)N)(CCN(C(C)C)C(C)C)CCN(C(C)C)C(C)C)C1=CC=CC=C1 (α-(4-biphenylyl)-α,α-bis[2-(diisopropylamino)ethyl]acetamide dihydrochloride). Reported procedure: To a solution of 10 parts of α-(4-biphenylyl)-α,α-bis[2-(diisopropylamino)ethyl]acetamide in 350 parts by volume of ether is added dropwise with stirring 2 molar equivalents of hydrochloric acid in isopropyl alcohol. The mixture is stirred for about 2 hours when the resulting salt is separated by filtration to afford α-(4-biphenylyl)-α,α-bis[2-(diisopropylamino)ethyl]acetamide dihydrochloride, as a solid. Reactants: 10, C1(=CC=C(C=C1)C(C(=O)N)(CCN(C(C)C)C(C)C)CCN(C(C)C)C(C)C)C1=CC=CC=C1 (α-(4-biphenylyl)-α,α-bis[2-(diisopropylamino)ethyl]acetamide), CCOCC (ether), Cl (hydrochloric acid). Starting materials: CCOC(C)=O, CC(C)c1nc(CO)n(Cc2ccc([N+](=O)[O-])cc2)c1Sc1cc(Cl)cc(Cl)c1, [H][H]. The product is CC(C)c1nc(CO)n(Cc2ccc(N)cc2)c1Sc1cc(Cl)cc(Cl)c1. RXN SMILES: [CH3:32][CH2:33][O:34][C:35](=[O:36])[CH3:37].[Cl:1][c:2]1[cH:3][c:4]([S:9][c:10]2[c:11]([CH:27]([CH3:28])[CH3:29])[n:12][c:13]([CH2:25][OH:26])[n:14]2[CH2:15][c:16]2[cH:17][cH:18][c:19]([N+:22]([O-:23])=[O:24])[cH:20][cH:21]2)[cH:5][c:6]([Cl:8])[cH:7]1.[H:30][H:31]>>[Cl:1][c:2]1[cH:3][c:4]([S:9][c:10]2[c:11]([CH:27]([CH3:28])[CH3:29])[n:12][c:13]([CH2:25][OH:26])[n:14]2[CH2:15][c:16]2[cH:17][cH:18][c:19]([NH2:22])[cH:20][cH:21]2)[cH:5][c:6]([Cl:8])[cH:7]1. Starting materials: S(O)(O)(=O)=O (sulfuric acid), C(C=1C(O)=CC=CC1)=O (Salicylaldehyde), C1(CCCO1)=O (γ-butyrolactone), C[O-].[Na+] (sodium methoxide). Solvent: C1(=CC=CC=C1)C (toluene). Run at time 3 hour. Yields the product OC1=C(C=C2C(=O)OCC2)C=CC=C1 (α-(2′-hydroxybenzylidene)-γ-butyrolactone). The yield is 71.0%. RXN SMILES: [CH:1](=O)[C:2]1[C:3](=[CH:5][CH:6]=[CH:7][CH:8]=1)[OH:4].[C:10]1(=[O:15])[O:14][CH2:13][CH2:12][CH2:11]1.C[O-].[Na+].S(=O)(=O)(O)O>C1(C)C=CC=CC=1>[OH:4][C:3]1[CH:5]=[CH:6][CH:7]=[CH:8][C:2]=1[CH:1]=[C:11]1[CH2:12][CH2:13][O:14][C:10]1=[O:15] |f:2.3|. Procedure: Salicylaldehyde (293 g) and γ-butyrolactone (413 g) were dissolved in toluene (2.4 L) and the solution was cooled to not more than 3° C. in an ice-salt bath. Thereto was added sodium methoxide (324 g) over 20 min. The temperature of the reaction mixture rose to 24° C. After stirring at room temperature for 3 hr, the mixture was stirred for 45 min under heating at 60–65° C. The reaction mixture was cooled again in an ice-bath and 10% sulfuric acid (2.51 ml) was added dropwise. The obtained white ... Starting materials: CC(C)n1ncnc1-c1cn2c(n1)-c1cnc(O)cc1OCC2, CCN(C(C)C)C(C)C, Cl, NC(=O)C1CC(F)(F)CN1. Reaction SMILES: [CH:1]([CH3:2])([CH3:3])[n:4]1[n:5][cH:6][n:7][c:8]1-[c:9]1[cH:10][n:11]2[c:17]([n:18]1)-[c:16]1[c:15]([cH:22][c:21]([OH:23])[n:20][cH:19]1)[O:14][CH2:13][CH2:12]2.[CH:35]([N:36]([CH2:37][CH3:38])[CH:39]([CH3:40])[CH3:41])([CH3:42])[CH3:43].[ClH:24].[F:25][C:26]1([F:34])[CH2:27][CH:28]([C:31](=[O:32])[NH2:33])[NH:29][CH2:30]1>>[CH:1]([CH3:2])([CH3:3])[n:4]1[n:5][cH:6][n:7][c:8]1-[c:9]1[cH:10][n:11]2[c:17]([n:18]1)-[c:16]1[c:15]([cH:22][c:21]([N:29]3[CH:28]([C:31](=[O:32])[NH2:33])[CH2:27][C:26]([F:25])([F:34])[CH2:30]3)[n:20][cH:19]1)[O:14][CH2:13][CH2:12]2. Product: CC(C)n1ncnc1-c1cn2c(n1)-c1cnc(N3CC(F)(F)CC3C(N)=O)cc1OCC2.